This data is from the Open Reaction Database (ORD), a public repository of structured organic reaction records. The task is: describe an organic reaction: reactants, conditions, products, and yield The reactants are O.[OH-].[Li+] (lithium hydroxide monohydrate), FC1=C(C(=O)O)C=C[N+](=C1C(F)(F)F)[O-] (3-fluoro-2-(trifluoromethyl)isonicotinic acid 1-oxide), P(=O)(Cl)(Cl)Cl (phosphoryl chloride). Run in O1CCCC1 (tetrahydrofuran). Run at time 8 hour. Product: ClC=1N=C(C(=C(C(=O)O)C1)F)C(F)(F)F (6-chloro-3-fluoro-2-(trifluoromethyl)isonicotinic acid). As a reaction SMILES: [F:1][C:2]1[C:10]([C:11]([F:14])([F:13])[F:12])=[N+:9]([O-])[CH:8]=[CH:7][C:3]=1[C:4]([OH:6])=[O:5].P(Cl)(Cl)([Cl:18])=O.O.[OH-].[Li+]>O1CCCC1>[Cl:18][C:8]1[N:9]=[C:10]([C:11]([F:14])([F:13])[F:12])[C:2]([F:1])=[C:3]([CH:7]=1)[C:4]([OH:6])=[O:5] |f:2.3.4|. Procedure: A solution of 3-fluoro-2-(trifluoromethyl)isonicotinic acid 1-oxide (1.0 g, 4.4 mmol from Step A) in phosphoryl chloride (4 mL, 40 mmol) was heated to 110° C. for 2 hours, then was left to stir at ambient temperature overnight. The POCl3 was evaporated, the residue was treated with sodium bicarbonate solution, which was stirred for 1 hour. To this mixture was added tetrahydrofuran (20 mL) and lithium hydroxide monohydrate (0.24 g, 5.7 mmol). This was stirred for 3 hours. The pH of the mixture wa... Starting materials: [H][H] (hydrogen), [H][H] (hydrogen), BrC1=CC(=C(C(=C1)[N+](=O)[O-])O)C(C)C (4-Bromo-2-isopropyl-6-nitrophenol). Reagents/catalysts: [Pd] (Pd-C), [Pd] (Pd-C). Solvent: CO (methanol). Reaction conditions: temperature 25 celsius. Product: Br.NC1=C(C(=CC=C1)C(C)C)O (2-amino-6-isopropylphenol hydrobromide). Isolated yield 40.8%. As a reaction SMILES: [Br:1][C:2]1[CH:7]=[C:6]([N+:8]([O-])=O)[C:5]([OH:11])=[C:4]([CH:12]([CH3:14])[CH3:13])[CH:3]=1.[H][H]>CO.[Pd]>[BrH:1].[NH2:8][C:6]1[CH:7]=[CH:2][CH:3]=[C:4]([CH:12]([CH3:13])[CH3:14])[C:5]=1[OH:11] |f:4.5|. Procedure details: 4-Bromo-2-isopropyl-6-nitrophenol (63.1 g) was dissolved in methanol (442 ml) and to the solution was added 5% Pd-C (11.0 g, water content: 50%). The mixture was subjected to catalytic reduction for 2.5 hours with bubbling hydrogen at hydrogen pressure of 1 to 2 kg/cm2 with maintaining the external temperature at about 25° C. After completion of the reaction, Pd-C was filtered off and the filtrate was concentrated under reduced pressure at an external temperature of not more than 70° C. Then, th... Procedure: NaOMe (5.4 M in MeOH, 8.3 ml, 44.71 mmol, 4.5 equiv) was added at room temperature to a solution of 7-chloro-2-methyl-8-(2,2,2-trichloro-ethyl)-quinoxaline (3.08 g, 9.94 mmol) in methanol (24 ml). The reaction mixture was heated to 70° C. for 3 hours. After cooling to 0° C., sulfuric acid (4.7 ml) dissolved in methanol (20 ml) was added, and the reaction mixture was heated to 70° C. for one hour. After cooling and dilution with EtOAc and H2O, the mixture was filtered and extracted with EtOAc. Th... The product is COC(CC1=C2N=C(C=NC2=CC=C1Cl)C)=O ((6-Chloro-3-methyl-quinoxalin-5-yl)-acetic acid methyl ester). Starting materials: C[O-].[Na+] (NaOMe), ClC1=CC=C2N=CC(=NC2=C1CC(Cl)(Cl)Cl)C (7-chloro-2-methyl-8-(2,2,2-trichloro-ethyl)-quinoxaline), S(O)(O)(=O)=O (sulfuric acid). Conditions: temperature 70 celsius. RXN SMILES: [CH3:1][O-:2].[Na+].[Cl:4][C:5]1[C:14]([CH2:15][C:16](Cl)(Cl)Cl)=[C:13]2[C:8]([N:9]=[CH:10][C:11]([CH3:20])=[N:12]2)=[CH:7][CH:6]=1.S(=O)(=O)(O)[OH:22]>CO>[CH3:1][O:2][C:16](=[O:22])[CH2:15][C:14]1[C:5]([Cl:4])=[CH:6][CH:7]=[C:8]2[C:13]=1[N:12]=[C:11]([CH3:20])[CH:10]=[N:9]2 |f:0.1|. Solvent: CO (methanol), CO (methanol). Isolated yield 46.0%. Reaction SMILES: [CH2:1]([c:2]1[cH:3][cH:4][cH:5][cH:6][cH:7]1)[O:8][c:9]1[c:10](-[c:23]2[n:24][nH:25][c:26]([C:28](=[O:29])[O:30][CH2:31][CH3:32])[cH:27]2)[cH:11][cH:12][c:13]([O:15][CH2:16][c:17]2[cH:18][cH:19][cH:20][cH:21][cH:22]2)[cH:14]1.[CH3:35][OH:36].[K+:34].[OH-:33]>>[CH2:1]([c:2]1[cH:3][cH:4][cH:5][cH:6][cH:7]1)[O:8][c:9]1[c:10](-[c:23]2[n:24][nH:25][c:26]([C:28](=[O:29])[OH:30])[cH:27]2)[cH:11][cH:12][c:13]([O:15][CH2:16][c:17]2[cH:18][cH:19][cH:20][cH:21][cH:22]2)[cH:14]1. Product: O=C(O)c1cc(-c2ccc(OCc3ccccc3)cc2OCc2ccccc2)n[nH]1. Starting materials: CCOC(=O)c1cc(-c2ccc(OCc3ccccc3)cc2OCc2ccccc2)n[nH]1, CO, [K+], [OH-].